This data is from the Open Reaction Database (ORD), a public repository of structured organic reaction records. The task is: describe an organic reaction: reactants, conditions, products, and yield Reactants: [I-].[Na+] (Sodium iodide), CNC1C(CCCC1)NC (N,N′-Dimethyl-cyclohexane-1,2-diamine), BrC=1C=C2C=CC=NC2=CC1 (6-Bromoquinoline). Reagents/catalysts: [Cu]I (Copper (I) iodide). The solvent is O1CCOCC1 (dioxane). Conditions: temperature 110 celsius, time 15 hour. Yields the product IC=1C=C2C=CC=NC2=CC1 (6-iodoquinoline). As a reaction SMILES: [I-:1].[Na+].CNC1CCCCC1NC.Br[C:14]1[CH:15]=[C:16]2[C:21](=[CH:22][CH:23]=1)[N:20]=[CH:19][CH:18]=[CH:17]2>O1CCOCC1.[Cu]I>[I:1][C:14]1[CH:15]=[C:16]2[C:21](=[CH:22][CH:23]=1)[N:20]=[CH:19][CH:18]=[CH:17]2 |f:0.1|. Procedure: Sodium iodide (4.32 g, 28.8 mmol), Copper (I) iodide (137 mg, 0.72 mmol) and N,N′-Dimethyl-cyclohexane-1,2-diamine (0.227 mL, 1.44 mmol) and 6-Bromoquinoline (3 g, 14.4 mmol) in dioxane (15 mL) were charged in a 25 mL microwave tube. The tube was flushed with Nitrogen and sealed with a Teflon septum and Nitrogen was bubbled in the solution for 10 minutes, allowing the gas to escape through a needle. After the removal of the needle, the reaction mixture was stirred at 110° C. for 15 hours. Then, ...